This data is from the Open Reaction Database (ORD), a public repository of structured organic reaction records. The task is: describe an organic reaction: reactants, conditions, products, and yield Starting materials: [BH4-], O=C([O-])O, CN(C)CC1CCc2onc(-c3ccccc3)c2C1=O, CO, Cl, Cl, [Na+], [Na+]. The product is CN(C)CC1CCc2onc(-c3ccccc3)c2C1O, Cl. As a reaction SMILES: [BH4-:22].[C:25](=[O:26])([OH:27])[O-:28].[CH3:2][N:3]([CH3:4])[CH2:5][CH:6]1[CH2:7][CH2:8][c:9]2[c:10]([c:11](-[c:14]3[cH:15][cH:16][cH:17][cH:18][cH:19]3)[n:12][o:13]2)[C:20]1=[O:21].[CH3:30][OH:31].[ClH:1].[ClH:24].[Na+:23].[Na+:29]>>[CH3:2][N:3]([CH3:4])[CH2:5][CH:6]1[CH2:7][CH2:8][c:9]2[c:10]([c:11](-[c:14]3[cH:15][cH:16][cH:17][cH:18][cH:19]3)[n:12][o:13]2)[CH:20]1[OH:21].[ClH:1]. The reactants are CCI, COC(=O)c1ccc2c(c1)NC(=O)C(C)(C)O2, CN(C)C=O, CCOC(C)=O, [H-], [Na+], O. The product is CCN1C(=O)C(C)(C)Oc2ccc(C(=O)OC)cc21. RXN SMILES: [CH2:20]([CH3:21])[I:22].[CH3:1][C:2]1([CH3:17])[O:3][c:4]2[c:5]([cH:9][c:10]([C:13](=[O:14])[O:15][CH3:16])[cH:11][cH:12]2)[NH:6][C:7]1=[O:8].[CH3:24][N:25]([CH3:26])[CH:27]=[O:28].[CH3:29][CH2:30][O:31][C:32](=[O:33])[CH3:34].[H-:18].[Na+:19].[OH2:23]>>[CH3:1][C:2]1([CH3:17])[O:3][c:4]2[c:5]([cH:9][c:10]([C:13](=[O:14])[O:15][CH3:16])[cH:11][cH:12]2)[N:6]([CH2:20][CH3:21])[C:7]1=[O:8]. Yields the product COc1cccc(-c2ncco2)c1. The reactants are COc1cccc(Br)c1, CCCC[Sn](CCCC)(CCCC)c1ncco1, Cc1ccccc1. RXN SMILES: [Br:1][c:2]1[cH:3][c:4]([O:8][CH3:9])[cH:5][cH:6][cH:7]1.[CH2:10]([Sn:11]([CH2:12][CH2:13][CH2:14][CH3:20])([c:15]1[o:16][cH:17][cH:18][n:19]1)[CH2:21][CH2:22][CH2:23][CH3:24])[CH2:25][CH2:26][CH3:27].[CH3:28][c:29]1[cH:30][cH:31][cH:32][cH:33][cH:34]1>>[c:2]1(-[c:15]2[o:16][cH:17][cH:18][n:19]2)[cH:3][c:4]([O:8][CH3:9])[cH:5][cH:6][cH:7]1. The reactants are Cl (hydrochloric acid), C(C1=CC=CC=C1)(C1=CC=CC=C1)(C1=CC=CC=C1)Cl (Trityl chloride), N1=CC=CC=C1 (Pyridine), C(CO)(=O)OCC (ethyl glycolate). Solvent: C(CCl)Cl (EDC). Run at temperature 40 celsius, time 19 hour. Product: C(C)OC(COC(C1=CC=CC=C1)(C1=CC=CC=C1)C1=CC=CC=C1)=O (trityloxy-acetic Acid Ethyl Ester). Reaction SMILES: [C:1](Cl)([C:14]1[CH:19]=[CH:18][CH:17]=[CH:16][CH:15]=1)([C:8]1[CH:13]=[CH:12][CH:11]=[CH:10][CH:9]=1)[C:2]1[CH:7]=[CH:6][CH:5]=[CH:4][CH:3]=1.[C:21]([O:25][CH2:26][CH3:27])(=[O:24])[CH2:22][OH:23].N1C=CC=CC=1.Cl>C(Cl)CCl>[CH2:26]([O:25][C:21](=[O:24])[CH2:22][O:23][C:1]([C:14]1[CH:19]=[CH:18][CH:17]=[CH:16][CH:15]=1)([C:8]1[CH:13]=[CH:12][CH:11]=[CH:10][CH:9]=1)[C:2]1[CH:7]=[CH:6][CH:5]=[CH:4][CH:3]=1)[CH3:27]. Procedure details: Trityl chloride (279 g, 1.0 mol) was dissolved in EDC (680 ml, 5 ml/g with respect to ethyl glycolate), and ethyl glycolate (135 g, 1.3 mol) was added to the mixture. Pyridine (99 g, 1.25 mol) was added thereto, and the mixture was stirred for 19 hours at 40° C. After completion of the reaction was confirmed by HPLC, 0.5 N aqueous hydrochloric acid solution (270 ml, 2 ml/g with respect to ethyl glycolate) was added to make the reaction solution a two-phase solution, which was then extracted. Aft... Reactants: CC1=CC=CC(=N1)C=1C(NC(N(C1)CCCCN1C[C@]2(C[C@H]2C1)C1=CC=C(C=C1)C(F)(F)F)=O)=O (5-(6-methyl-2-pyridinyl)-1-(4-{(1S,5R)-1-[4-(trifluoromethyl)phenyl]-3-azabicyclo[3.1.0]hex-3-yl}butyl)-2,4(1H,3H)-pyrimidinedione), Cl (HCl), O1CCOCC1 (dioxane). The product is Cl.Cl.CC1=CC=CC(=N1)C=1C(NC(N(C1)CCCCN1C[C@]2(C[C@H]2C1)C1=CC=C(C=C1)C(F)(F)F)=O)=O (5-(6-methyl-2-pyridinyl)-1-(4-{(1S,5R)-1-[4-(trifluoromethyl)phenyl]-3-azabicyclo[3.1.0]hex-3-yl}butyl)-2,4(1H,3H)-pyrimidinedione dihydrochloride). Yield: 31.0%. As a reaction SMILES: [CH3:1][C:2]1[N:7]=[C:6]([C:8]2[C:9](=[O:35])[NH:10][C:11](=[O:34])[N:12]([CH2:14][CH2:15][CH2:16][CH2:17][N:18]3[CH2:23][C@H:22]4[C@:20]([C:24]5[CH:29]=[CH:28][C:27]([C:30]([F:33])([F:32])[F:31])=[CH:26][CH:25]=5)([CH2:21]4)[CH2:19]3)[CH:13]=2)[CH:5]=[CH:4][CH:3]=1.[ClH:36].O1CCOCC1>>[ClH:36].[ClH:36].[CH3:1][C:2]1[N:7]=[C:6]([C:8]2[C:9](=[O:35])[NH:10][C:11](=[O:34])[N:12]([CH2:14][CH2:15][CH2:16][CH2:17][N:18]3[CH2:23][C@H:22]4[C@:20]([C:24]5[CH:25]=[CH:26][C:27]([C:30]([F:31])([F:33])[F:32])=[CH:28][CH:29]=5)([CH2:21]4)[CH2:19]3)[CH:13]=2)[CH:5]=[CH:4][CH:3]=1 |f:3.4.5|. Reported procedure: 5-(6-methyl-2-pyridinyl)-1-(4-{(1S,5R)-1-[4-(trifluoromethyl)phenyl]-3-azabicyclo[3.1.0]hex-3-yl}butyl)-2,4(1H,3H)-pyrimidinedione was treated with 4N HCl in dioxane (2 eq), to give the title compound as a white powder. (55 mg, 31% yield). Reactants: COC([C@@H](N)CC1=CC=C(C=C1)NC(=O)C1=C(C=CC=C1Cl)Cl)=O (4-[[(2,6-dichlorophenyl)carbonyl]amino]-L-phenylalanine methyl ester), CC(C)(C)C1=C(C(=O)O)C=CC=C1 (2-(1,1-dimethylethyl)benzoic acid). Yields the product COC([C@@H](NC(=O)C1=C(C=CC=C1)C(C)(C)C)CC1=CC=C(C=C1)NC(=O)C1=C(C=CC=C1Cl)Cl)=O (4-[[(2,6-Dichlorophenyl)carbonyl]amino]-N-[[2-(1,1-dimethylethyl)phenyl]carbonyl]-L-phenylalanine methyl ester). Reaction SMILES: [CH3:1][O:2][C:3](=[O:24])[C@H:4]([CH2:6][C:7]1[CH:12]=[CH:11][C:10]([NH:13][C:14]([C:16]2[C:21]([Cl:22])=[CH:20][CH:19]=[CH:18][C:17]=2[Cl:23])=[O:15])=[CH:9][CH:8]=1)[NH2:5].[CH3:25][C:26]([C:29]1[CH:37]=[CH:36][CH:35]=[CH:34][C:30]=1[C:31](O)=[O:32])([CH3:28])[CH3:27]>>[CH3:1][O:2][C:3](=[O:24])[C@H:4]([CH2:6][C:7]1[CH:8]=[CH:9][C:10]([NH:13][C:14]([C:16]2[C:21]([Cl:22])=[CH:20][CH:19]=[CH:18][C:17]=2[Cl:23])=[O:15])=[CH:11][CH:12]=1)[NH:5][C:31]([C:30]1[CH:34]=[CH:35][CH:36]=[CH:37][C:29]=1[C:26]([CH3:28])([CH3:27])[CH3:25])=[O:32]. Reported procedure: 4-[[(2,6-Dichlorophenyl)carbonyl]amino]-N-[[2-(1,1-dimethylethyl)phenyl]carbonyl]-L-phenylalanine methyl ester was prepared from 4-[[(2,6-dichlorophenyl)carbonyl]amino]-L-phenylalanine methyl ester and 2-(1,1-dimethylethyl)benzoic acid using the general procedure described in example 3. HR MS: Obs. mass. 527.1523. Calcd. mass. 527.1573 (M+H). The reactants are CCCC[N+](CCCC)(CCCC)CCCC, C1CCOC1, COC(=O)c1sc(C#CC(C)(C)C)cc1NC(C)CCO[Si](C)(C)C(C)(C)C, [F-]. The product is COC(=O)c1sc(C#CC(C)(C)C)cc1NC(C)CCO. Reaction SMILES: [CH2:30]([N+:31]([CH2:32][CH2:33][CH2:34][CH3:35])([CH2:36][CH2:37][CH2:38][CH3:39])[CH2:40][CH2:41][CH2:42][CH3:43])[CH2:44][CH2:45][CH3:46].[CH2:47]1[O:48][CH2:49][CH2:50][CH2:51]1.[CH3:1][O:2][C:3](=[O:4])[c:5]1[s:6][c:7]([C:23]#[C:24][C:25]([CH3:26])([CH3:27])[CH3:28])[cH:8][c:9]1[NH:10][CH:11]([CH2:12][CH2:13][O:14][Si:15]([C:16]([CH3:17])([CH3:18])[CH3:19])([CH3:20])[CH3:21])[CH3:22].[F-:29]>>[CH3:1][O:2][C:3](=[O:4])[c:5]1[s:6][c:7]([C:23]#[C:24][C:25]([CH3:26])([CH3:27])[CH3:28])[cH:8][c:9]1[NH:10][CH:11]([CH2:12][CH2:13][OH:14])[CH3:22].